Dataset: the Open Reaction Database (ORD), a public repository of structured organic reaction records. Task: describe an organic reaction: reactants, conditions, products, and yield Reactants: Br, O=C([O-])O, CCOc1ccc(-c2cn(C)c(SCC)n2)cc1, CC(=O)O, [Na+]. Product: CCSc1nc(-c2ccc(O)cc2)cn1C. As a reaction SMILES: [BrH:19].[C:20](=[O:21])([O-:22])[OH:23].[CH2:1]([CH3:2])[O:3][c:4]1[cH:5][cH:6][c:7](-[c:10]2[n:11][c:12]([S:16][CH2:17][CH3:18])[n:13]([CH3:15])[cH:14]2)[cH:8][cH:9]1.[CH3:25][C:26](=[O:27])[OH:28].[Na+:24]>>[OH:3][c:4]1[cH:5][cH:6][c:7](-[c:10]2[n:11][c:12]([S:16][CH2:17][CH3:18])[n:13]([CH3:15])[cH:14]2)[cH:8][cH:9]1.